Dataset: the Open Reaction Database (ORD), a public repository of structured organic reaction records. Task: describe an organic reaction: reactants, conditions, products, and yield The reactants are C(C)OC(=O)C1(CCN(CC1)CC1=CC=C(C=C1)F)S(=O)(=O)C1=CC=C(C=C1)OCC#CC (4-(4-but-2-ynyloxy-benzenesulfonyl)-1-(4-fluoro-benzyl)-piperidine-4-carboxylic acid ethyl ester). Run in C1CCOC1.CO (THF methanol), [OH-].[Na+] (NaOH). Product: C(C#CC)OC1=CC=C(C=C1)S(=O)(=O)C1(CCN(CC1)CC1=CC=C(C=C1)F)C(=O)O (4-(4-But-2-ynyloxy-benzenesulfonyl)-1-(4-fluoro-benzyl)-piperidine-4-carboxylic acid). RXN SMILES: C([O:3][C:4]([C:6]1([S:20]([C:23]2[CH:28]=[CH:27][C:26]([O:29][CH2:30][C:31]#[C:32][CH3:33])=[CH:25][CH:24]=2)(=[O:22])=[O:21])[CH2:11][CH2:10][N:9]([CH2:12][C:13]2[CH:18]=[CH:17][C:16]([F:19])=[CH:15][CH:14]=2)[CH2:8][CH2:7]1)=[O:5])C>C1COCC1.CO.[OH-].[Na+]>[CH2:30]([O:29][C:26]1[CH:27]=[CH:28][C:23]([S:20]([C:6]2([C:4]([OH:5])=[O:3])[CH2:7][CH2:8][N:9]([CH2:12][C:13]3[CH:14]=[CH:15][C:16]([F:19])=[CH:17][CH:18]=3)[CH2:10][CH2:11]2)(=[O:21])=[O:22])=[CH:24][CH:25]=1)[C:31]#[C:32][CH3:33] |f:1.2,3.4|. Reported procedure: 4-(4-But-2-ynyloxy-benzenesulfonyl)-1-(4-fluoro-benzyl)-piperidine-4-carboxylic acid was prepared starting from 4-(4-but-2-ynyloxy-benzenesulfonyl)-1-(4-fluoro-benzyl)-piperidine-4-carboxylic acid ethyl ester (9.5 g, 20 mmol) dissolved in THF:methanol 3:1 (100 ml) and 10 N NaOH (20 ml). The resulting reaction mixture was worked up as outlined in Example 1 (Step 7). Yield 5.7 g (63%); white solid; mp 106-106° C.; MS: 447 (M+H)+ Reactants: NC=1C=NN(C1OC1CCN(CC1)C(=O)OC(C)(C)C)C (tert-butyl 4-(4-amino-1-methyl-1H-pyrazol-5-yloxy)piperidine-1-carboxylate), NC=1C(=NC(=CC1)Br)C(=O)O (3-amino-6-bromopicolinic acid), amide, FC1=C(C=CC=C1)B(O)O (2-fluorophenylboronic acid). Yields the product NC=1C(=NC(=CC1)C1=C(C=CC=C1)F)C(=O)NC=1C=NN(C1OC1CCNCC1)C (3-amino-6-(2-fluorophenyl)-N-(1-methyl-5-(piperidin-4-yloxy)-1H-pyrazol-4-yl)picolinamide). Isolated yield 14.0%. Reaction SMILES: [NH2:1][C:2]1[CH:3]=[N:4][N:5]([CH3:21])[C:6]=1[O:7][CH:8]1[CH2:13][CH2:12][N:11](C(OC(C)(C)C)=O)[CH2:10][CH2:9]1.[NH2:22][C:23]1[C:24]([C:30]([OH:32])=O)=[N:25][C:26](Br)=[CH:27][CH:28]=1.[F:33][C:34]1[CH:39]=[CH:38][CH:37]=[CH:36][C:35]=1B(O)O>>[NH2:22][C:23]1[C:24]([C:30]([NH:1][C:2]2[CH:3]=[N:4][N:5]([CH3:21])[C:6]=2[O:7][CH:8]2[CH2:9][CH2:10][NH:11][CH2:12][CH2:13]2)=[O:32])=[N:25][C:26]([C:35]2[CH:36]=[CH:37][CH:38]=[CH:39][C:34]=2[F:33])=[CH:27][CH:28]=1. Reported procedure: Following the procedures for Example 141, tert-butyl 4-(4-amino-1-methyl-1H-pyrazol-5-yloxy)piperidine-1-carboxylate and 3-amino-6-bromopicolinic acid were coupled and the intermediate amide was reacted with 2-fluorophenylboronic acid under palladium catalyzed Suzuki conditions to give 116 as a white solid (10 mg, 14%) over three steps. 1H NMR (400 MHz, DMSO) δ 9.67 (s, 1H), 8.05 (t, J=7.5, 1H), 7.73 (dd, J=8.8, 1.9, 1H), 7.66-7.38 (m, 3H), 7.38-7.25 (m, 3H), 7.03 (s, 2H), 4.43-4.20 (m, 1H), 3.6... The reactants are C1(CC1)C1=NC=C(C=C1OC(C)(F)F)B1OC(C(O1)(C)C)(C)C (2-cyclopropyl-3-(1,1-difluoroethoxy)-5-(4,4,5,5-tetramethyl-1,3,2-dioxaborolan-2-yl)pyridine), OO (hydrogen peroxide). Solvent: CO (methanol). Run at time 15 minute. Product: C1(CC1)C1=C(C=C(C=N1)O)OC(C)(F)F (6-cyclopropyl-5-(1,1-difluoroethoxy)pyridin-3-ol), solid. Isolated yield 57.0%. As a reaction SMILES: [CH:1]1([C:4]2[C:9]([O:10][C:11]([F:14])([F:13])[CH3:12])=[CH:8][C:7](B3OC(C)(C)C(C)(C)O3)=[CH:6][N:5]=2)[CH2:3][CH2:2]1.[OH:24]O>CO>[CH:1]1([C:4]2[N:5]=[CH:6][C:7]([OH:24])=[CH:8][C:9]=2[O:10][C:11]([F:14])([F:13])[CH3:12])[CH2:3][CH2:2]1. Procedure: To the crude 2-cyclopropyl-3-(1,1-difluoroethoxy)-5-(4,4,5,5-tetramethyl-1,3,2-dioxaborolan-2-yl)pyridine (Preparation 268, 412 mg, 1.27 mmol) was added methanol (20 mL), and the stirred solution cooled in an ice bath. To the solution was added hydrogen peroxide solution (35% in water) (0.15 mL, 1.52 mmol) over 2 minutes. The solution was allowed to warm slowly to room temperature over 18 hours. The reaction was quenched by addition of 1M aqueous sodium thiosulfate solution (50 mL), and rapidly ... The reactants are Nc1ncccc1Br, COCCOC, [Na+], [Na+], O=C([O-])[O-], OB(O)c1ccc(Oc2ccccc2)cc1, O, c1ccc(P(c2ccccc2)(c2ccccc2)[Pd](P(c2ccccc2)(c2ccccc2)c2ccccc2)(P(c2ccccc2)(c2ccccc2)c2ccccc2)P(c2ccccc2)(c2ccccc2)c2ccccc2)cc1. The product is Nc1ncccc1-c1ccc(Oc2ccccc2)cc1. RXN SMILES: [Br:23][c:24]1[c:25]([NH2:30])[n:26][cH:27][cH:28][cH:29]1.[CH3:31][O:32][CH2:33][CH2:34][O:35][CH3:36].[Na+:1].[Na+:2].[O-:3][C:4](=[O:5])[O-:6].[O:7]([c:8]1[cH:9][cH:10][cH:11][cH:12][cH:13]1)[c:14]1[cH:15][cH:16][c:17]([B:20]([OH:21])[OH:22])[cH:18][cH:19]1.[OH2:37].[cH:38]1[cH:39][cH:40][c:41]([P:42]([Pd:43]([P:44]([c:45]2[cH:46][cH:47][cH:48][cH:49][cH:50]2)([c:51]2[cH:52][cH:53][cH:54][cH:55][cH:56]2)[c:57]2[cH:58][cH:59][cH:60][cH:61][cH:62]2)([P:63]([c:64]2[cH:65][cH:66][cH:67][cH:68][cH:69]2)([c:70]2[cH:71][cH:72][cH:73][cH:74][cH:75]2)[c:76]2[cH:77][cH:78][cH:79][cH:80][cH:81]2)[P:82]([c:83]2[cH:84][cH:85][cH:86][cH:87][cH:88]2)([c:89]2[cH:90][cH:91][cH:92][cH:93][cH:94]2)[c:95]2[cH:96][cH:97][cH:98][cH:99][cH:100]2)([c:101]2[cH:102][cH:103][cH:104][cH:105][cH:106]2)[c:107]2[cH:108][cH:109][cH:110][cH:111][cH:112]2)[cH:113][cH:114]1>>[O:7]([c:8]1[cH:9][cH:10][cH:11][cH:12][cH:13]1)[c:14]1[cH:15][cH:16][c:17](-[c:24]2[c:25]([NH2:30])[n:26][cH:27][cH:28][cH:29]2)[cH:18][cH:19]1. Starting materials: Cl (hydrochloric acid), IC1=CC=C(N)C=C1 (4-iodoaniline), COC=1C=C(C=CC1NC(=O)NC1=C(C=CC=C1)C)CC(=O)O (3-methoxy-4-[3-(2-methylphenyl)ureido]phenylacetic acid), ON1N=NC2=C1C=CC=C2 (1-hydroxybenzotriazole), CN(CCCN=C=NCC)C (1-(3-dimethylaminopropyl)-3-ethylcarbodiimide), C(C)(C)N(CC)C(C)C (diisopropylethylamine). Solvent: C(C)(=O)OCC (ethyl acetate), CN(C=O)C (dimethylformamide). Run at time 18 hour. Product: COC=1C=C(C=CC1NC(=O)NC1=C(C=CC=C1)C)CC(=O)NC1=CC=C(C=C1)I (4-{3-Methoxy-4-[3-(2-methylphenyl)ureido]phenylacetylamino}-iodobenzene). Yield: 85.2%. RXN SMILES: [CH3:1][O:2][C:3]1[CH:4]=[C:5]([CH2:20][C:21]([OH:23])=O)[CH:6]=[CH:7][C:8]=1[NH:9][C:10]([NH:12][C:13]1[CH:18]=[CH:17][CH:16]=[CH:15][C:14]=1[CH3:19])=[O:11].ON1C2C=CC=CC=2N=N1.CN(C)CCCN=C=NCC.C(N(C(C)C)CC)(C)C.[I:54][C:55]1[CH:61]=[CH:60][C:58]([NH2:59])=[CH:57][CH:56]=1.Cl>CN(C)C=O.C(OCC)(=O)C>[CH3:1][O:2][C:3]1[CH:4]=[C:5]([CH2:20][C:21]([NH:59][C:58]2[CH:60]=[CH:61][C:55]([I:54])=[CH:56][CH:57]=2)=[O:23])[CH:6]=[CH:7][C:8]=1[NH:9][C:10]([NH:12][C:13]1[CH:18]=[CH:17][CH:16]=[CH:15][C:14]=1[CH3:19])=[O:11]. Procedure details: A mixture of 3-methoxy-4-[3-(2-methylphenyl)ureido]phenylacetic acid (2.9 g, Reference Example 31), 1-hydroxybenzotriazole (2.13 g), 1-(3-dimethylaminopropyl)-3-ethylcarbodiimide (2.67 g) and diisopropylethylamine (3.6 g) in anhydrous dimethylformamide (30 ml) was treated with 4-iodoaniline (2.43 g). After stirring at ambient temperature for 18 hours the reaction mixture was poured into a mixture of ethyl acetate (50 ml) and hydrochloric acid (50 ml, 1M). The resultant solid was filtered and the... Reactants: ClC=1C=CC(=C(C1)NC(=O)N)O (N-(5-chloro-2-hydroxyphenyl)urea), C([O-])([O-])=O.[Cs+].[Cs+] (cesium carbonate), C(Br)C1CO1 (epibromohydrine). Solvent: CN(C)C=O (DMF). Conditions: time 24 hour. The product is ClC=1C=CC(=C(C1)NC(=O)N)OCC1OC1 (N-[5-Chloro-2-(2-oxiranylmethoxy)phenyl]urea). Yield: 26.5%. Reaction SMILES: [Cl:1][C:2]1[CH:3]=[CH:4][C:5]([OH:12])=[C:6]([NH:8][C:9]([NH2:11])=[O:10])[CH:7]=1.C(=O)([O-])[O-].[Cs+].[Cs+].[CH2:19]([CH:21]1[O:23][CH2:22]1)Br>CN(C=O)C>[Cl:1][C:2]1[CH:3]=[CH:4][C:5]([O:12][CH2:19][CH:21]2[CH2:22][O:23]2)=[C:6]([NH:8][C:9]([NH2:11])=[O:10])[CH:7]=1 |f:1.2.3|. Procedure details: A suspension of N-(5-chloro-2-hydroxyphenyl)urea (53 mg, 0.28 mmol), cesium carbonate (92 mg, 0.28 mmol) and epibromohydrine (49 mg, 0.36 mmol) in dry DMF (0.6 mL) was stirred at room temperature for 24 hours. The mixture was then partitioned between ethyl acetate and water. The organic phase was washed with water three times, dried and concentrated to a solid residue. This crude product was recrystallized (ethyl ether and heptane to afford the subtitle compound (18 mg, 26.5%). Starting materials: ClC1=CC=C2C=CN=CC2=C1Cl (7,8-dichloroisoquinoline), C(C1=CC=CC=C1)(=O)Cl (Benzoyl chloride), [C-]#N.[K+] (potassium cyanide). Run in O (water). The product is C(C1=CC=CC=C1)(=O)N1C(C2=C(C(=CC=C2C=C1)Cl)Cl)C#N (2-benzoyl-7,8-dichloro-1-cyano-1,2,-dihydroisoquinoline). RXN SMILES: [C:1](Cl)(=[O:8])[C:2]1[CH:7]=[CH:6][CH:5]=[CH:4][CH:3]=1.[C-:10]#[N:11].[K+].[Cl:13][C:14]1[C:23]([Cl:24])=[C:22]2[C:17]([CH:18]=[CH:19][N:20]=[CH:21]2)=[CH:16][CH:15]=1>O>[C:1]([N:20]1[CH:19]=[CH:18][C:17]2[C:22](=[C:23]([Cl:24])[C:14]([Cl:13])=[CH:15][CH:16]=2)[CH:21]1[C:10]#[N:11])(=[O:8])[C:2]1[CH:7]=[CH:6][CH:5]=[CH:4][CH:3]=1 |f:1.2|. Procedure: Benzoyl chloride (0.4 mole) is added over three hours to a stirred mixture of potassium cyanide (0.6 mole) in 250 ml. of water and 7,8-dichloroisoquinoline (0.2 mole) maintained at 25° C. The mixture is stirred for one more hour, cooled and filtered. The product is recrystallized from ethanol and dried to yield 2-benzoyl-7,8-dichloro-1-cyano-1,2,-dihydroisoquinoline.